Dataset: the Open Reaction Database (ORD), a public repository of structured organic reaction records. Task: describe an organic reaction: reactants, conditions, products, and yield The reactants are COC=1C=C2C(=NN(C2=CC1OC)CC=1N=CN(C1)C(C1=CC=CC=C1)(C1=CC=CC=C1)C1=CC=CC=C1)CO (5,6-Dimethoxy-1(1-trityl-4-imidazolyl)methyl-1H -indazole-3-methanol), C([O-])(O)=O.[Na+] (sodium bicarbonate), ice water, S(=O)(Cl)Cl (thionyl chloride). Run in ClCCl (dichloromethane). Reaction conditions: time 5 minute. The product is ClCC1=NN(C2=CC(=C(C=C12)OC)OC)CC=1N=CN(C1)C(C1=CC=CC=C1)(C1=CC=CC=C1)C1=CC=CC=C1 (3-Chloromethyl-5,6-dimethoxy-1-[1-trityl-4-imidazolyl)methyl-1H-indazole). As a reaction SMILES: [CH3:1][O:2][C:3]1[CH:4]=[C:5]2[C:9](=[CH:10][C:11]=1[O:12][CH3:13])[N:8]([CH2:14][C:15]1[N:16]=[CH:17][N:18]([C:20]([C:33]3[CH:38]=[CH:37][CH:36]=[CH:35][CH:34]=3)([C:27]3[CH:32]=[CH:31][CH:30]=[CH:29][CH:28]=3)[C:21]3[CH:26]=[CH:25][CH:24]=[CH:23][CH:22]=3)[CH:19]=1)[N:7]=[C:6]2[CH2:39]O.S(Cl)([Cl:43])=O.C(=O)(O)[O-].[Na+]>ClCCl>[Cl:43][CH2:39][C:6]1[C:5]2[C:9](=[CH:10][C:11]([O:12][CH3:13])=[C:3]([O:2][CH3:1])[CH:4]=2)[N:8]([CH2:14][C:15]2[N:16]=[CH:17][N:18]([C:20]([C:33]3[CH:38]=[CH:37][CH:36]=[CH:35][CH:34]=3)([C:27]3[CH:32]=[CH:31][CH:30]=[CH:29][CH:28]=3)[C:21]3[CH:26]=[CH:25][CH:24]=[CH:23][CH:22]=3)[CH:19]=2)[N:7]=1 |f:2.3|. Reported procedure: 5,6-Dimethoxy-1(1-trityl-4-imidazolyl)methyl-1H -indazole-3-methanol (180.0 g), which had been ground in a mortar, was suspended in dichloromethane (1700 ml) at room temperature and then cooled with ice/water. Next, thionyl chloride (48.6 ml) was dropped thereinto within 5 minutes. The reaction mixture was poured into a saturated aqueous solution of sodium bicarbonate (2000 ml) and extracted with chloroform (5000 ml). After drying over sodium sulfate, filtering and evaporating under reduced pres... Reactants: C(C1=CC=CC=C1)(C1=CC=CC=C1)N1CCN(CC1)CCCN1C(=O)C(=O)C2=CC=CC=C12 (1-[3-(4-benzhydryl-1-piperazinyl)propyl]isatin), Cl.CON (O-methylhydroxylamine hydrochloride), Cl (hydrogen chloride). Solvent: CO (methanol). Product: Cl.Cl.C(C1=CC=CC=C1)(C1=CC=CC=C1)N1CCN(CC1)CCCN1C(C(C2=CC=CC=C12)=NOC)=O (1-[3-(4-benzhydryl-1-piperazinyl)propyl]-3-methoxyimino-2-indolinone dihydrochloride). Isolated yield 121.2%. As a reaction SMILES: [CH:1]([N:14]1[CH2:19][CH2:18][N:17]([CH2:20][CH2:21][CH2:22][N:23]2[C:33]3[C:28](=[CH:29][CH:30]=[CH:31][CH:32]=3)[C:26](=O)[C:24]2=[O:25])[CH2:16][CH2:15]1)([C:8]1[CH:13]=[CH:12][CH:11]=[CH:10][CH:9]=1)[C:2]1[CH:7]=[CH:6][CH:5]=[CH:4][CH:3]=1.[ClH:34].[CH3:35][O:36][NH2:37].Cl>CO>[ClH:34].[ClH:34].[CH:1]([N:14]1[CH2:15][CH2:16][N:17]([CH2:20][CH2:21][CH2:22][N:23]2[C:33]3[C:28](=[CH:29][CH:30]=[CH:31][CH:32]=3)[C:26](=[N:37][O:36][CH3:35])[C:24]2=[O:25])[CH2:18][CH2:19]1)([C:2]1[CH:7]=[CH:6][CH:5]=[CH:4][CH:3]=1)[C:8]1[CH:13]=[CH:12][CH:11]=[CH:10][CH:9]=1 |f:1.2,5.6.7|. Procedure: A mixture of 1-[3-(4-benzhydryl-1-piperazinyl)propyl]isatin (1.81 g) and O-methylhydroxylamine hydrochloride (420 mg) in methanol (36 ml) was stirred for an hour at ambient temperature. After addition of 29% ethanolic hydrogen chloride (2 ml), the reaction mixture was evaporated to dryness. The residue was triturated with ethanol and then recrystallized from 90% ethanol to give pale yellow crystals of 1-[3-(4-benzhydryl-1-piperazinyl)propyl]-3-methoxyimino-2-indolinone dihydrochloride (1.65 g), ... Starting materials: C(C)(C)(C)OC(NC1=C(C=C(C(=C1)C#N)N(C)C)NC(CC(=O)C1=CC(=CC=C1)C#N)=O)=O ({5-cyano-2-[3-(3-cyano-phenyl)-3-oxo-propionylamino]-4-dimethylamino-phenyl}-carbamic acid tert-butyl ester), C(=O)(C(F)(F)F)O (TFA). Solvent: C(Cl)Cl (CH2Cl2). Yields the product C(#N)C=1C=C(C=CC1)C=1CC(NC2=C(N1)C=C(C(=C2)C#N)N(C)C)=O (2-(3-Cyano-phenyl)-8-dimethylamino-4-oxo-4,5-dihydro-3H-benzo[b][1,4]diazepine-7-carbonitrile), solid. The yield is 59.0%. Reaction SMILES: C(OC(=O)[NH:7][C:8]1[CH:13]=[C:12]([C:14]#[N:15])[C:11]([N:16]([CH3:18])[CH3:17])=[CH:10][C:9]=1[NH:19][C:20](=O)[CH2:21][C:22]([C:24]1C=C[CH:27]=[C:26]([C:30]#[N:31])[CH:25]=1)=O)(C)(C)C.[C:34](O)([C:36](F)(F)F)=[O:35]>C(Cl)Cl>[C:30]([C:26]1[CH:27]=[C:21]([C:20]2[CH2:36][C:34](=[O:35])[NH:7][C:8]3[CH:13]=[C:12]([C:14]#[N:15])[C:11]([N:16]([CH3:17])[CH3:18])=[CH:10][C:9]=3[N:19]=2)[CH:22]=[CH:24][CH:25]=1)#[N:31]. Reported procedure: The title compound was prepared from {5-cyano-2-[3-(3-cyano-phenyl)-3-oxo-propionylamino]-4-dimethylamino-phenyl}-carbamic acid tert-butyl ester (Example M78) (0.28 g, 0.63 mmol) by treatment with TFA in CH2Cl2 according to the general procedure N. Obtained as a yellow solid (36 mg, 59%).